This data is from the Open Reaction Database (ORD), a public repository of structured organic reaction records. The task is: describe an organic reaction: reactants, conditions, products, and yield The reactants are C=CCOCC1CO1, C[SiH](C)C, [Pt]. The product is C[Si](C)(C)CCCOCC1CO1. Reaction SMILES: [CH2:1]([CH:2]1[CH2:3][O:4]1)[O:5][CH2:6][CH:7]=[CH2:8].[CH3:9][SiH:10]([CH3:11])[CH3:12].[Pt:13]>>[CH2:1]([CH:2]1[CH2:3][O:4]1)[O:5][CH2:6][CH2:7][CH2:8][Si:10]([CH3:9])([CH3:11])[CH3:12]. Starting materials: CCO, [Na+], [OH-], CN(C)c1ccc(-c2cnc3c(c2)c(-c2c[nH]cn2)cn3S(=O)(=O)c2ccccc2)cc1. Product: CN(C)c1ccc(-c2cnc3[nH]cc(-c4c[nH]cn4)c3c2)cc1. As a reaction SMILES: [CH3:35][CH2:36][OH:37].[Na+:34].[OH-:33].[c:1]1([S:2](=[O:3])(=[O:4])[n:10]2[cH:11][c:12](-[c:28]3[n:29][cH:30][nH:31][cH:32]3)[c:13]3[c:14]2[n:15][cH:16][c:17](-[c:19]2[cH:20][cH:21][c:22]([N:25]([CH3:26])[CH3:27])[cH:23][cH:24]2)[cH:18]3)[cH:5][cH:6][cH:7][cH:8][cH:9]1>>[nH:10]1[cH:11][c:12](-[c:28]2[n:29][cH:30][nH:31][cH:32]2)[c:13]2[c:14]1[n:15][cH:16][c:17](-[c:19]1[cH:20][cH:21][c:22]([N:25]([CH3:26])[CH3:27])[cH:23][cH:24]1)[cH:18]2. Starting materials: CCOC(=O)c1cc(C)ccc1Nc1cnc(-c2cccc(OC)c2)c(-c2ccccc2)c1, CCO, [Na+], [OH-], O. RXN SMILES: [CH3:1][O:2][c:3]1[cH:4][c:5](-[c:9]2[c:10](-[c:28]3[cH:29][cH:30][cH:31][cH:32][cH:33]3)[cH:11][c:12]([NH:15][c:16]3[c:17]([C:18](=[O:19])[O:20][CH2:21][CH3:22])[cH:23][c:24]([CH3:27])[cH:25][cH:26]3)[cH:13][n:14]2)[cH:6][cH:7][cH:8]1.[CH3:36][CH2:37][OH:38].[Na+:35].[OH-:34].[OH2:39]>>[CH3:1][O:2][c:3]1[cH:4][c:5](-[c:9]2[c:10](-[c:28]3[cH:29][cH:30][cH:31][cH:32][cH:33]3)[cH:11][c:12]([NH:15][c:16]3[c:17]([C:18](=[O:19])[OH:20])[cH:23][c:24]([CH3:27])[cH:25][cH:26]3)[cH:13][n:14]2)[cH:6][cH:7][cH:8]1. The product is COc1cccc(-c2ncc(Nc3ccc(C)cc3C(=O)O)cc2-c2ccccc2)c1. The reactants are ClC1=NC2=CC(=CC=C2C(=C1C)Cl)F (2,4-dichloro-7-fluoro-3-methylquinoline), C(#N)C=1C=C(C=CC1)B(O)O (3-cyanophenylboronic acid), O (water). The reagents and catalysts are C=1C=CC(=CC1)[P](C=2C=CC=CC2)(C=3C=CC=CC3)[Pd]([P](C=4C=CC=CC4)(C=5C=CC=CC5)C=6C=CC=CC6)([P](C=7C=CC=CC7)(C=8C=CC=CC8)C=9C=CC=CC9)[P](C=1C=CC=CC1)(C=1C=CC=CC1)C=1C=CC=CC1 (Pd(PPh3)4). Solvent: C1(=CC=CC=C1)C (toluene). The product is ClC1=C(C(=NC2=CC(=CC=C12)F)C=1C=C(C#N)C=CC1)C (3-(4-chloro-7-fluoro-3-methylquinolin-2-yl)benzonitrile). Reaction SMILES: Cl[C:2]1[C:11]([CH3:12])=[C:10]([Cl:13])[C:9]2[C:4](=[CH:5][C:6]([F:14])=[CH:7][CH:8]=2)[N:3]=1.[C:15]([C:17]1[CH:18]=[C:19](B(O)O)[CH:20]=[CH:21][CH:22]=1)#[N:16].O>C1(C)C=CC=CC=1.C1C=CC([P]([Pd]([P](C2C=CC=CC=2)(C2C=CC=CC=2)C2C=CC=CC=2)([P](C2C=CC=CC=2)(C2C=CC=CC=2)C2C=CC=CC=2)[P](C2C=CC=CC=2)(C2C=CC=CC=2)C2C=CC=CC=2)(C2C=CC=CC=2)C2C=CC=CC=2)=CC=1>[Cl:13][C:10]1[C:9]2[C:4](=[CH:5][C:6]([F:14])=[CH:7][CH:8]=2)[N:3]=[C:2]([C:21]2[CH:22]=[C:17]([CH:18]=[CH:19][CH:20]=2)[C:15]#[N:16])[C:11]=1[CH3:12] |^1:37,39,58,77|. Reported procedure: Prepared according to procedure F using 2,4-dichloro-7-fluoro-3-methylquinoline (500 mg, 2.17 mmol), 3-cyanophenylboronic acid (319 mg, 2.17 mmol), Pd(PPh3)4 (251 mg, 0.22 mmol) in toluene:water (10 mL:4 mL) and heating at reflux overnight. After purification, 3-(4-chloro-7-fluoro-3-methylquinolin-2-yl)benzonitrile was obtained as a white solid. Starting materials: CO, O=Cc1cc2ccccc2nc1I. Product: OCc1cc2ccccc2nc1I. RXN SMILES: [CH3:14][OH:15].[I:1][c:2]1[n:3][c:4]2[cH:5][cH:6][cH:7][cH:8][c:9]2[cH:10][c:11]1[CH:12]=[O:13]>>[I:1][c:2]1[n:3][c:4]2[cH:5][cH:6][cH:7][cH:8][c:9]2[cH:10][c:11]1[CH2:12][OH:13]. The reactants are FC1=C(C=CC=C1)C1CC(CC(C1)=O)=O (5-(2-fluoro-phenyl)-cyclohexane-1,3-dione), COC(N(C)C)OC (N,N-dimethylformamide dimethylacetal), ClC1=CC=C(C=C1)C1CC(C(C(C1)=O)=CN(C)C)=O (5-(4-chloro-phenyl)-2-dimethylaminomethylene-cyclohexane-1,3-dione). Conditions: temperature 100 celsius, time 16 hour. Yields the product CN(C)C=C1C(CC(CC1=O)C1=C(C=CC=C1)F)=O (2-Dimethylaminomethylene-5-(2-fluoro-phenyl)-cyclohexane-1,3-dione). As a reaction SMILES: [F:1][C:2]1[CH:7]=[CH:6][CH:5]=[CH:4][C:3]=1[CH:8]1[CH2:13][C:12](=[O:14])[CH2:11][C:10](=[O:15])[CH2:9]1.CO[CH:18](OC)[N:19]([CH3:21])[CH3:20].ClC1C=CC(C2CC(=O)C(=CN(C)C)C(=O)C2)=CC=1>>[CH3:18][N:19]([CH:21]=[C:11]1[C:12](=[O:14])[CH2:13][CH:8]([C:3]2[CH:4]=[CH:5][CH:6]=[CH:7][C:2]=2[F:1])[CH2:9][C:10]1=[O:15])[CH3:20]. Reported procedure: The title compound was prepared from 5-(2-fluoro-phenyl)-cyclohexane-1,3-dione (1.03 g, 5.0 mmol), example 1/b stage 2, and N,N-dimethylformamide dimethylacetal (5 ml), following the procedure described for the synthesis of 5-(4-chloro-phenyl)-2-dimethylaminomethylene-cyclohexane-1,3-dione (example 2/a stage 1) except that the reaction was stirred at 100° C. for 16 h.